Task: describe an organic reaction: reactants, conditions, products, and yield. Dataset: the Open Reaction Database (ORD), a public repository of structured organic reaction records The product is COc1ccc2c(Oc3ccc(C#N)cc3)c(-c3ccccc3)c(C)cc2c1. Reaction SMILES: [CH3:1][c:2]1[c:3](-[c:23]2[cH:24][cH:25][cH:26][cH:27][cH:28]2)[c:4]([O:14][c:15]2[cH:16][cH:17][c:18]([CH:19]=[O:20])[cH:21][cH:22]2)[c:5]2[cH:6][cH:7][c:8]([O:12][CH3:13])[cH:9][c:10]2[cH:11]1.[CH3:29][N:30]([CH3:31])[NH2:32].[CH3:33][O:34][S:35]([O:36][CH3:37])(=[O:38])=[O:39].[CH3:46][OH:47].[K+:40].[K+:41].[O-:42][C:43]([O-:44])=[O:45].[OH2:48]>>[CH3:1][c:2]1[c:3](-[c:23]2[cH:24][cH:25][cH:26][cH:27][cH:28]2)[c:4]([O:14][c:15]2[cH:16][cH:17][c:18]([C:19]#[N:30])[cH:21][cH:22]2)[c:5]2[cH:6][cH:7][c:8]([O:12][CH3:13])[cH:9][c:10]2[cH:11]1. Reactants: COc1ccc2c(Oc3ccc(C=O)cc3)c(-c3ccccc3)c(C)cc2c1, CN(C)N, COS(=O)(=O)OC, CO, [K+], [K+], O=C([O-])[O-], O. Reaction SMILES: [N:1]1([C:12](=[O:13])[C:11]2[NH:10][CH:9]=[N:8][C:7]=2[N:5]([CH3:6])[C:3]1=[O:4])[CH3:2].C(=O)([O-])[O-].[K+].[K+].[F:20][C:21]([F:39])([F:38])[C:22]1[CH:37]=[CH:36][C:25]([C:26]([C:28]2[CH:35]=[CH:34][C:31]([CH2:32]Br)=[CH:30][CH:29]=2)=[O:27])=[CH:24][CH:23]=1>CN(C=O)C.O>[F:20][C:21]([F:38])([F:39])[C:22]1[CH:37]=[CH:36][C:25]([C:26]([C:28]2[CH:35]=[CH:34][C:31]([CH2:32][N:10]3[C:11]4[C:12](=[O:13])[N:1]([CH3:2])[C:3](=[O:4])[N:5]([CH3:6])[C:7]=4[N:8]=[CH:9]3)=[CH:30][CH:29]=2)=[O:27])=[CH:24][CH:23]=1 |f:1.2.3|. Solvent: CN(C)C=O (DMF), O (water). Reported procedure: To a solution of theophylline (1.80 g) in DMF (20 ml) were added potassium carbonate (1.66 g) and 4-[4-(trifluoromethyl)benzoyl]benzyl bromide (3.43 g) and the mixture was stirred at room temperature for 20 hours. This reaction mixture was diluted with water and extracted with ethyl acetate. The extract was washed with saturated aqueous NaCl solution and dried over anhydrous sodium sulfate and the solvent was distilled off. To the residue was added 4N-hydrogen chloride/ethyl acetate and the resu... The reactants are N1(C)C(=O)N(C)C=2N=CNC2C1=O (theophylline), C([O-])([O-])=O.[K+].[K+] (potassium carbonate), FC(C1=CC=C(C(=O)C2=CC=C(CBr)C=C2)C=C1)(F)F (4-[4-(trifluoromethyl)benzoyl]benzyl bromide). Run at time 20 hour. Yield: 35.5%. Product: FC(C1=CC=C(C(=O)C2=CC=C(CN3C=NC=4N(C(N(C(C34)=O)C)=O)C)C=C2)C=C1)(F)F (7-[4-[4-(Trifluoromethyl)benzoyl]benzyl]-1,3-dimethylxanthine). The reactants are [OH-].[K+] (potassium hydroxide), C(F)(F)(C(F)(F)C(F)(F)C(F)(F)F)S(=O)(=O)NC (C4F9SO2NHCH3), C(C=C)Br (Allyl bromide). Solvent: O (water), CS(=O)C (dimethyl sulfoxide). Reaction conditions: time 8 hour. Yields the product C(F)(F)(C(F)(F)C(F)(F)C(F)(F)F)S(=O)(=O)N(C)CC=C (C4F9SO2N(CH3)CH2CH═CH2). Isolated yield 81.2%. Reaction SMILES: [C:1]([S:14]([NH:17][CH3:18])(=[O:16])=[O:15])([C:4]([C:7]([C:10]([F:13])([F:12])[F:11])([F:9])[F:8])([F:6])[F:5])([F:3])[F:2].[OH-].[K+].[CH2:21](Br)[CH:22]=[CH2:23]>CS(C)=O.O>[C:1]([S:14]([N:17]([CH2:23][CH:22]=[CH2:21])[CH3:18])(=[O:15])=[O:16])([C:4]([C:7]([C:10]([F:13])([F:11])[F:12])([F:9])[F:8])([F:6])[F:5])([F:3])[F:2] |f:1.2|. Reported procedure: A 250 mL three-neck round-bottom flask equipped with thermometer, magnetic stirring, and addition funnel was charged with a solution of 75 g of C4F9SO2NHCH3 in 80 g of dimethyl sulfoxide. The solution was stirred while a solution of 17.1 g potassium hydroxide in 20 g of water was added in 2 mL aliquots via pipette. The solution turned cloudy during the addition, then cleared with additional stirring. Allyl bromide (31.9 g) was charged to the addition funnel, and added dropwise to the reaction mi... Reactants: CCOC(=O)CBr, Cl, CN(C)C=O, O, Oc1ccc(O)cc1. Product: CCOC(=O)COc1ccc(O)cc1. RXN SMILES: [Br:9][CH2:10][C:11](=[O:12])[O:13][CH2:14][CH3:15].[ClH:16].[O:17]=[CH:18][N:19]([CH3:20])[CH3:21].[OH2:22].[OH:1][c:2]1[cH:3][cH:4][c:5]([OH:6])[cH:7][cH:8]1>>[OH:1][c:2]1[cH:3][cH:4][c:5]([O:6][CH2:10][C:11](=[O:12])[O:13][CH2:14][CH3:15])[cH:7][cH:8]1. Starting materials: C(C)(=O)[O-].[NH4+] (ammonium acetate), C(CN(CC(=O)O)CC(=O)O)N(CCN(CC(=O)O)CC(=O)O)CC(=O)O (DTPA), C(CN(CC(=O)O)CC(=O)O)N(CCN(CC(=O)O)CC(=O)O)CC(=O)O (DTPA), 111In chloride, DOTA-J591. The product is C1CN(CCN(CCN(CCN1CC(=O)O)CC(=O)O)CC(=O)O)CC(=O)O (1,4,7,10-Tetraazacyclododecane-N,N′,N″,N′″-tetraacetic acid). Reaction SMILES: [C:1]([O-:4])(=[O:3])[CH3:2].[NH4+:5].[CH2:6]([N:17]([CH2:29][C:30]([OH:32])=[O:31])[CH2:18][CH2:19][N:20]([CH2:25][C:26](O)=O)[CH2:21][C:22]([OH:24])=[O:23])[CH2:7][N:8]([CH2:13][C:14](O)=O)[CH2:9][C:10]([OH:12])=[O:11]>>[CH2:26]1[N:5]([CH2:2][C:1]([OH:4])=[O:3])[CH2:14][CH2:13][N:8]([CH2:9][C:10]([OH:12])=[O:11])[CH2:7][CH2:6][N:17]([CH2:29][C:30]([OH:32])=[O:31])[CH2:18][CH2:19][N:20]([CH2:21][C:22]([OH:24])=[O:23])[CH2:25]1 |f:0.1|. Procedure details: Briefly, ammonium acetate, (10 μL for each mCi of 111In) is added to a reaction vial containing 111In-chloride solution. Subsequently, the DOTA-J591 solution (30 mL or 0.24 mg for each mCi of 111In) is added to the reaction vial and the mixture is gently mixed and incubated at 37° C. for 20-30 min. An aliquot of the mixture is tested to determine labeling efficiency using ITLC (SG and 5 mM DTPA, pH 5). If the binding is optimal (>70%), the reaction is stopped by the addition of 10-40 mL of 5 mM ... Reported procedure: A mixture of 4-nitropyrazole (270 mg, 2.38 mmol), iodobenzene (485 mg, 2.38 mmol), 8-hydroxyquinoline (60 mg, 0.41 mmol) and K2CO3 (600 mg, 4.34 mmol) in DMSO (3 mL) was degassed with argon before being charged with CuI (45 mg, 0.23 mmol). The mixture in a sealed tube was heated at 130 C for 20 h. Water was added to induce precipitation. The precipitate was collected to give 4-nitro-1-phenyl-1H-pyrazole (454 mg). Reagents/catalysts: [Cu]I (CuI). Product: [N+](=O)([O-])C=1C=NN(C1)C1=CC=CC=C1 (4-nitro-1-phenyl-1H-pyrazole). Solvent: CS(=O)C (DMSO), O (Water). As a reaction SMILES: [N+:1]([C:4]1[CH:5]=[N:6][NH:7][CH:8]=1)([O-:3])=[O:2].I[C:10]1[CH:15]=[CH:14][CH:13]=[CH:12][CH:11]=1.OC1C=CC=C2C=1N=CC=C2.C([O-])([O-])=O.[K+].[K+]>CS(C)=O.[Cu]I.O>[N+:1]([C:4]1[CH:5]=[N:6][N:7]([C:10]2[CH:15]=[CH:14][CH:13]=[CH:12][CH:11]=2)[CH:8]=1)([O-:3])=[O:2] |f:3.4.5|. Yield: 100.8%. Reactants: [N+](=O)([O-])C=1C=NNC1 (4-nitropyrazole), IC1=CC=CC=C1 (iodobenzene), OC=1C=CC=C2C=CC=NC12 (8-hydroxyquinoline), C(=O)([O-])[O-].[K+].[K+] (K2CO3).